From a dataset of the Open Reaction Database (ORD), a public repository of structured organic reaction records. describe an organic reaction: reactants, conditions, products, and yield Reactants: C(C)(C)(C)OC(=O)N1N=C(C=C1)C (3-Methylpyrazole-1-carboxylic acid tert-butyl ester), BrN1C(CCC1=O)=O (N-bromosuccinimide). Reagents/catalysts: C(C1=CC=CC=C1)(=O)OOC(C1=CC=CC=C1)=O (benzoyl peroxide). Solvent: C(Cl)(Cl)(Cl)Cl (carbon tetrachloride). Yields the product C(C)(C)(C)OC(=O)N1N=C(C=C1)CBr (3-Bromomethylpyrazole-1-carboxylic acid tert-butyl ester). Yield: 307.7%. RXN SMILES: [C:1]([O:5][C:6]([N:8]1[CH:12]=[CH:11][C:10]([CH3:13])=[N:9]1)=[O:7])([CH3:4])([CH3:3])[CH3:2].[Br:14]N1C(=O)CCC1=O>C(Cl)(Cl)(Cl)Cl.C(OOC(=O)C1C=CC=CC=1)(=O)C1C=CC=CC=1>[C:1]([O:5][C:6]([N:8]1[CH:12]=[CH:11][C:10]([CH2:13][Br:14])=[N:9]1)=[O:7])([CH3:4])([CH3:3])[CH3:2]. Procedure: 3-Methylpyrazole-1-carboxylic acid tert-butyl ester (6.0 g, 33 mmol), N-bromosuccinimide (1.0 g, 5.6 mmol) and benzoyl peroxide (50 mg) were dissolved in 20 mL of carbon tetrachloride. The reaction was heated at reflux for 16 h. The reaction was cooled to room temperature, filtered, and concentrated under reduced pressure. Purification by flash column chromatography (silica, 1:4 EtOAc/hexanes) gave a light yellow oil (4.5 g, 53%): 1H NMR (300 MHz, CDCl3) δ 8.03 (d, J=2.6 Hz, 1H), 6.47 (d, J=2.6 ... Starting materials: CC1(C)OB(c2ccsc2)OC1(C)C, Cc1ccccc1, CO, [F-], CC(=O)Nc1nc(C)c(I)s1, [K+]. Yields the product CC(=O)Nc1nc(C)c(-c2ccsc2)s1. As a reaction SMILES: [CH3:14][C:15]1([CH3:16])[C:17]([CH3:18])([CH3:19])[O:20][B:21]([c:22]2[cH:23][s:24][cH:25][cH:26]2)[O:27]1.[CH3:28][c:29]1[cH:30][cH:31][cH:32][cH:33][cH:34]1.[CH3:35][OH:36].[F-:12].[I:1][c:2]1[c:3]([CH3:11])[n:4][c:5]([NH:7][C:8]([CH3:9])=[O:10])[s:6]1.[K+:13]>>[c:2]1(-[c:22]2[cH:23][s:24][cH:25][cH:26]2)[c:3]([CH3:11])[n:4][c:5]([NH:7][C:8]([CH3:9])=[O:10])[s:6]1. Yield: 90.0%. Reported procedure: To a solution of 2-trityl-2,5,6,7-tetrahydro-indazol-4-one (1.32 mmol) in ethanol (5 mL) and pyridine (0.16 mL), hydroxylamine hydrochloride (1.2 eq) was added and the mixture was stirred at 55° C. for 1.5 h. After cooling to rt, the mixture was diluted with water and filtered. The solid was washed with water and dried. Obtained the title compound in 90% yield. ESI (+) MS: m/z 394 (MH+). 1H NMR: 1.69-1.88 (m, 2H), 2.07-2.25 (m, 2H), 2.59-2.67 (m, 1H), 2.77-2.86 (m, 1H), 6.99 (s, 1H), 7.19-7.31 (... Yields the product C(C1=CC=CC=C1)(C1=CC=CC=C1)(C1=CC=CC=C1)N1N=C2CCCC(C2=C1)=NO (2-Trityl-2,5,6,7-tetrahydro-indazol-4-one oxime). The solvent is C(C)O (ethanol), N1=CC=CC=C1 (pyridine), O (water). The reactants are C(C1=CC=CC=C1)(C1=CC=CC=C1)(C1=CC=CC=C1)N1N=C2CCCC(C2=C1)=O (2-trityl-2,5,6,7-tetrahydro-indazol-4-one), Cl.NO (hydroxylamine hydrochloride). As a reaction SMILES: [C:1]([N:20]1[CH:28]=[C:27]2[C:22]([CH2:23][CH2:24][CH2:25][C:26]2=O)=[N:21]1)([C:14]1[CH:19]=[CH:18][CH:17]=[CH:16][CH:15]=1)([C:8]1[CH:13]=[CH:12][CH:11]=[CH:10][CH:9]=1)[C:2]1[CH:7]=[CH:6][CH:5]=[CH:4][CH:3]=1.Cl.[NH2:31][OH:32]>C(O)C.N1C=CC=CC=1.O>[C:1]([N:20]1[CH:28]=[C:27]2[C:22]([CH2:23][CH2:24][CH2:25][C:26]2=[N:31][OH:32])=[N:21]1)([C:14]1[CH:19]=[CH:18][CH:17]=[CH:16][CH:15]=1)([C:8]1[CH:13]=[CH:12][CH:11]=[CH:10][CH:9]=1)[C:2]1[CH:7]=[CH:6][CH:5]=[CH:4][CH:3]=1 |f:1.2|. Run at temperature 55 celsius, time 1.5 hour. Reactants: ClC=1C=CC(=C(C1)C1=CC(N(C=C1)C(C(=O)OC(C)(C)C)C)=O)C#N (tert-butyl 2-[4-(5-chloro-2-cyanophenyl)-2-oxopyridin-1(2H)-yl]propanoate), C(=O)(C(F)(F)F)O (TFA). Product: ClC=1C=CC(=C(C1)C1=CC(N(C=C1)C(C(=O)O)C)=O)C#N (2-[4-(5-Chloro-2-cyanophenyl)-2-oxopyridin-1(2H)-yl]propanoic acid). RXN SMILES: [Cl:1][C:2]1[CH:3]=[CH:4][C:5]([C:24]#[N:25])=[C:6]([C:8]2[CH:13]=[CH:12][N:11]([CH:14]([CH3:22])[C:15]([O:17]C(C)(C)C)=[O:16])[C:10](=[O:23])[CH:9]=2)[CH:7]=1.C(O)(C(F)(F)F)=O>>[Cl:1][C:2]1[CH:3]=[CH:4][C:5]([C:24]#[N:25])=[C:6]([C:8]2[CH:13]=[CH:12][N:11]([CH:14]([CH3:22])[C:15]([OH:17])=[O:16])[C:10](=[O:23])[CH:9]=2)[CH:7]=1. Procedure details: 2.2 g (purity 82%, 5.0 mmol) of tert-butyl 2-[4-(5-chloro-2-cyanophenyl)-2-oxopyridin-1(2H)-yl]propanoate (racemate) were hydrolysed with TFA according to General Method 6A. Yield: 1.5 g (94% of theory) The reactants are C(C1=CN=CC=C1)(=O)CC(=O)OCC (ethyl nicotinoylacetate), NCCCCCC(=O)OCC (ethyl 6-aminocaproate). Yields the product N1=CC(=CC=C1)C(=CC(=O)OCC)NCCCCCC(=O)OCC (ethyl β-(3-pyridyl)-β-(5-ethoxycarbonylpentylamino)acrylate). As a reaction SMILES: [C:1]([CH2:9][C:10]([O:12][CH2:13][CH3:14])=[O:11])(=O)[C:2]1[CH:7]=[CH:6][CH:5]=[N:4][CH:3]=1.[NH2:15][CH2:16][CH2:17][CH2:18][CH2:19][CH2:20][C:21]([O:23][CH2:24][CH3:25])=[O:22]>>[N:4]1[CH:5]=[CH:6][CH:7]=[C:2]([C:1]([NH:15][CH2:16][CH2:17][CH2:18][CH2:19][CH2:20][C:21]([O:23][CH2:24][CH3:25])=[O:22])=[CH:9][C:10]([O:12][CH2:13][CH3:14])=[O:11])[CH:3]=1. Reported procedure: A mixture of 196 mg of ethyl nicotinoylacetate and 192 mg of ethyl 6-aminocaproate is heated at 120°-130° under nitrogen for 18 hours. The product is purified by preparative TLC (silica gel; chloroform, ethyl acetate 9.1) to yield ethyl β-(3-pyridyl)-β-(5-ethoxycarbonylpentylamino)acrylate;Rf =0.3.